Dataset: the Open Reaction Database (ORD), a public repository of structured organic reaction records. Task: describe an organic reaction: reactants, conditions, products, and yield Reactants: CC(C)(C)[Si](OCc1cccn(-c2ccc([N+](=O)[O-])cc2Cl)c1=O)(c1ccccc1)c1ccccc1, C1CCOC1, [H][H]. Yields the product CC(C)(C)[Si](OCc1cccn(-c2ccc(N)cc2Cl)c1=O)(c1ccccc1)c1ccccc1. Reaction SMILES: [C:1]([CH3:2])([CH3:3])([CH3:4])[Si:5]([O:6][CH2:7][c:8]1[c:9](=[O:24])[n:10](-[c:14]2[c:15]([Cl:23])[cH:16][c:17]([N+:20]([O-:21])=[O:22])[cH:18][cH:19]2)[cH:11][cH:12][cH:13]1)([c:25]1[cH:26][cH:27][cH:28][cH:29][cH:30]1)[c:31]1[cH:32][cH:33][cH:34][cH:35][cH:36]1.[CH2:39]1[O:40][CH2:41][CH2:42][CH2:43]1.[H:37][H:38]>>[C:1]([CH3:2])([CH3:3])([CH3:4])[Si:5]([O:6][CH2:7][c:8]1[c:9](=[O:24])[n:10](-[c:14]2[c:15]([Cl:23])[cH:16][c:17]([NH2:20])[cH:18][cH:19]2)[cH:11][cH:12][cH:13]1)([c:25]1[cH:26][cH:27][cH:28][cH:29][cH:30]1)[c:31]1[cH:32][cH:33][cH:34][cH:35][cH:36]1. Starting materials: CC(C)O (IPA), COC(C1=C(C=CC=C1)CCC(=O)C1=CC(=CC=C1)C=CC1=NC2=CC(=CC=C2C=C1)Cl)=O (2-[3-[3-[2-(7-chloro-2-quinolinyl)ethenyl]phenyl]-3-ketopropyl]benzoic acid methyl ester), Cl.N(CCO)(CCO)CCO (triethanolamine-HCl), [O-]S(=O)(=O)[O-].[Mg+2] (MgSO4), NADP-Na2. Solvent: C1(=CC=CC=C1)C (toluene). Run at time 10 minute. Yields the product COC(C1=C(C=CC=C1)CC[C@H](O)C1=CC(=CC=C1)C=CC1=NC2=CC(=CC=C2C=C1)Cl)=O ((S)-2-[3-[3-[2-(7-chloro-2-quinolinyl)ethenyl]phenyl]-3-hydroxypropyl]benzoic Acid Methyl Ester). Reaction SMILES: Cl.N(CCO)(CCO)CCO.[O-]S([O-])(=O)=O.[Mg+2].[CH3:18][O:19][C:20](=[O:50])[C:21]1[CH:26]=[CH:25][CH:24]=[CH:23][C:22]=1[CH2:27][CH2:28][C:29]([C:31]1[CH:36]=[CH:35][CH:34]=[C:33]([CH:37]=[CH:38][C:39]2[CH:48]=[CH:47][C:46]3[C:41](=[CH:42][C:43]([Cl:49])=[CH:44][CH:45]=3)[N:40]=2)[CH:32]=1)=[O:30].CC(O)C>C1(C)C=CC=CC=1>[CH3:18][O:19][C:20](=[O:50])[C:21]1[CH:26]=[CH:25][CH:24]=[CH:23][C:22]=1[CH2:27][CH2:28][C@@H:29]([C:31]1[CH:36]=[CH:35][CH:34]=[C:33]([CH:37]=[CH:38][C:39]2[CH:48]=[CH:47][C:46]3[C:41](=[CH:42][C:43]([Cl:49])=[CH:44][CH:45]=3)[N:40]=2)[CH:32]=1)[OH:30] |f:0.1,2.3|. Procedure: To a jacketed 2-L 3-neck flask under nitrogen with jacket temperature set at 51° C. via an external heat exchanger and equipped with internal thermometer and mechanical stirrer at 250 rpm was added 300 mL 100 mM pH 8.0 triethanolamine-HCl, 0.6 mL 1 M MgSO4, 3.0 g of SEQ ID NO:20 catalyst as prepared in Example 3, 0.1 g NADP-Na2, to give a pale yellow solution. After stirring for 10 minutes, 100 g 2-[3-[3-[2-(7-chloro-2-quinolinyl)ethenyl]phenyl]-3-ketopropyl]benzoic acid methyl ester was added p... The reactants are CC(=O)O, COc1ccc(N)cn1, Cl, O=N[O-], [Na+], [Na+], O, O=S([O-])O. The product is COc1ccc(S(=O)(=O)Cl)cn1. RXN SMILES: [C:20]([OH:21])(=[O:22])[CH3:23].[CH3:1][O:2][c:3]1[n:4][cH:5][c:6]([NH2:9])[cH:7][cH:8]1.[ClH:10].[N:11]([O-:12])=[O:13].[Na+:14].[Na+:19].[OH2:24].[S:15]([O-:16])([OH:17])=[O:18]>>[CH3:1][O:2][c:3]1[n:4][cH:5][c:6]([S:15]([Cl:10])(=[O:16])=[O:18])[cH:7][cH:8]1. The reactants are C, CCN(CC)CCN1C(=O)Nc2ccccc2C1c1cccc(OCc2ccccc2)c1, CO, [Pd]. The product is CCN(CC)CCN1C(=O)Nc2ccccc2C1c1cccc(O)c1. Reaction SMILES: [C:35].[CH2:1]([CH3:2])[N:3]([CH2:4][CH2:5][N:6]1[C:7](=[O:30])[NH:8][c:9]2[cH:10][cH:11][cH:12][cH:13][c:14]2[CH:15]1[c:16]1[cH:17][c:18]([O:22][CH2:23][c:24]2[cH:25][cH:26][cH:27][cH:28][cH:29]2)[cH:19][cH:20][cH:21]1)[CH2:31][CH3:32].[CH3:33][OH:34].[Pd:36]>>[CH2:1]([CH3:2])[N:3]([CH2:4][CH2:5][N:6]1[C:7](=[O:30])[NH:8][c:9]2[cH:10][cH:11][cH:12][cH:13][c:14]2[CH:15]1[c:16]1[cH:17][c:18]([OH:22])[cH:19][cH:20][cH:21]1)[CH2:31][CH3:32]. The reactants are C(C)OC(CNCCNS(=O)(=O)C=1SC2=C(N1)C=CC=C2)=O (N-[2-(benzothiazole-2-sulfonylamino)-ethyl]-glycine ethyl ester), CSCCOC(=O)NC=1NC(C=2N=CN(C2N1)CC(=O)O)=O ([2-N-(2-methylthioethoxycarbonyl)-guanin-9-yl]-acetic acid). Product: C(C)OC(CN(C(CN1C=2N=C(NC(C2N=C1)=O)NC(=O)OCCSC)=O)CCNS(=O)(=O)C=1SC2=C(N1)C=CC=C2)=O (N-[2-(Benzothiazole-2-sulfonylamino)-ethyl]-N-{[2-N-(2-methylthioethoxycarbonyl)-guanin-9-yl]-acetyl}-glycine Ethyl Ester). Yield: 81.8%. RXN SMILES: [CH2:1]([O:3][C:4](=[O:22])[CH2:5][NH:6][CH2:7][CH2:8][NH:9][S:10]([C:13]1[S:14][C:15]2[CH:21]=[CH:20][CH:19]=[CH:18][C:16]=2[N:17]=1)(=[O:12])=[O:11])[CH3:2].[CH3:23][S:24][CH2:25][CH2:26][O:27][C:28]([NH:30][C:31]1[NH:32][C:33](=[O:44])[C:34]2[N:35]=[CH:36][N:37]([CH2:40][C:41](O)=[O:42])[C:38]=2[N:39]=1)=[O:29]>>[CH2:1]([O:3][C:4](=[O:22])[CH2:5][N:6]([CH2:7][CH2:8][NH:9][S:10]([C:13]1[S:14][C:15]2[CH:21]=[CH:20][CH:19]=[CH:18][C:16]=2[N:17]=1)(=[O:12])=[O:11])[C:41](=[O:42])[CH2:40][N:37]1[CH:36]=[N:35][C:34]2[C:33](=[O:44])[NH:32][C:31]([NH:30][C:28]([O:27][CH2:26][CH2:25][S:24][CH3:23])=[O:29])=[N:39][C:38]1=2)[CH3:2]. Reported procedure: The title compound (2.67 g, 75%) was synthesized by the reaction of N-[2-(benzothiazole-2-sulfonylamino)-ethyl]-glycine ethyl ester (1.72 g, 5 mmol) and [2-N-(2-methylthioethoxycarbonyl)-guanin-9-yl]-acetic acid (1.64 g, 5 mmol) as per the procedure of Example 20. The reactants are BrCc1ccccc1, C1CCOC1, [K+], COc1ccc(C=O)cc1O, [OH-]. Yields the product COc1ccc(C=O)cc1OCc1ccccc1. RXN SMILES: [Br:14][CH2:15][c:16]1[cH:17][cH:18][cH:19][cH:20][cH:21]1.[CH2:22]1[O:23][CH2:24][CH2:25][CH2:26]1.[K+:2].[O:3]=[CH:4][c:5]1[cH:6][c:7]([OH:8])[c:9]([O:10][CH3:11])[cH:12][cH:13]1.[OH-:1]>>[O:3]=[CH:4][c:5]1[cH:6][c:7]([O:8][CH2:15][c:16]2[cH:17][cH:18][cH:19][cH:20][cH:21]2)[c:9]([O:10][CH3:11])[cH:12][cH:13]1.